This data is from the Open Reaction Database (ORD), a public repository of structured organic reaction records. The task is: describe an organic reaction: reactants, conditions, products, and yield Reactants: O=C([O-])[O-], C1COCCO1, COc1ccc(B(O)O)cc1, CC1(C)OC(=O)C(c2ccc(OCc3ccc4ccccc4n3)cc2)=C1OS(=O)(=O)C(F)(F)F, [Na+], [Na+], O, c1ccc(P(c2ccccc2)(c2ccccc2)[Pd](P(c2ccccc2)(c2ccccc2)c2ccccc2)(P(c2ccccc2)(c2ccccc2)c2ccccc2)P(c2ccccc2)(c2ccccc2)c2ccccc2)cc1. The product is COc1ccc(C2=C(c3ccc(OCc4ccc5ccccc5n4)cc3)C(=O)OC2(C)C)cc1. As a reaction SMILES: [C:46](=[O:47])([O-:48])[O-:49].[CH2:52]1[O:53][CH2:54][CH2:55][O:56][CH2:57]1.[CH3:35][O:36][c:37]1[cH:38][cH:39][c:40]([B:43]([OH:44])[OH:45])[cH:41][cH:42]1.[F:1][C:2]([F:3])([F:4])[S:5]([O:6][C:7]1=[C:11]([c:12]2[cH:13][cH:14][c:15]([O:18][CH2:19][c:20]3[n:21][c:22]4[cH:23][cH:24][cH:25][cH:26][c:27]4[cH:28][cH:29]3)[cH:16][cH:17]2)[C:10](=[O:30])[O:9][C:8]1([CH3:31])[CH3:32])(=[O:33])=[O:34].[Na+:50].[Na+:51].[OH2:58].[cH:59]1[cH:60][cH:61][c:62]([P:63]([Pd:64]([P:65]([c:66]2[cH:67][cH:68][cH:69][cH:70][cH:71]2)([c:72]2[cH:73][cH:74][cH:75][cH:76][cH:77]2)[c:78]2[cH:79][cH:80][cH:81][cH:82][cH:83]2)([P:84]([c:85]2[cH:86][cH:87][cH:88][cH:89][cH:90]2)([c:91]2[cH:92][cH:93][cH:94][cH:95][cH:96]2)[c:97]2[cH:98][cH:99][cH:100][cH:101][cH:102]2)[P:103]([c:104]2[cH:105][cH:106][cH:107][cH:108][cH:109]2)([c:110]2[cH:111][cH:112][cH:113][cH:114][cH:115]2)[c:116]2[cH:117][cH:118][cH:119][cH:120][cH:121]2)([c:122]2[cH:123][cH:124][cH:125][cH:126][cH:127]2)[c:128]2[cH:129][cH:130][cH:131][cH:132][cH:133]2)[cH:134][cH:135]1>>[C:7]1([c:40]2[cH:39][cH:38][c:37]([O:36][CH3:35])[cH:42][cH:41]2)=[C:11]([c:12]2[cH:13][cH:14][c:15]([O:18][CH2:19][c:20]3[n:21][c:22]4[cH:23][cH:24][cH:25][cH:26][c:27]4[cH:28][cH:29]3)[cH:16][cH:17]2)[C:10](=[O:30])[O:9][C:8]1([CH3:31])[CH3:32]. Starting materials: C#CC1CCN(C(=O)OC(C)(C)C)CC1, C1CCOC1, I[Cu]I, Ic1ccccc1. Product: CC(C)(C)OC(=O)N1CCC(C#Cc2ccccc2)CC1. Reaction SMILES: [C:1](#[CH:2])[CH:3]1[CH2:4][CH2:5][N:6]([C:9](=[O:10])[O:11][C:12]([CH3:13])([CH3:14])[CH3:15])[CH2:7][CH2:8]1.[CH2:23]1[O:24][CH2:25][CH2:26][CH2:27]1.[Cu:28]([I:29])[I:30].[I:16][c:17]1[cH:18][cH:19][cH:20][cH:21][cH:22]1>>[C:1](#[C:2][c:17]1[cH:18][cH:19][cH:20][cH:21][cH:22]1)[CH:3]1[CH2:4][CH2:5][N:6]([C:9](=[O:10])[O:11][C:12]([CH3:13])([CH3:14])[CH3:15])[CH2:7][CH2:8]1. Starting materials: CC(=O)OCc1c(Br)cccc1Br, O=C([O-])[O-], CN(C)c1ccc2c(c1)CCNC2=O, CS(C)=O, [I-], [K+], [K+]. Product: CC(=O)OCc1c(Br)cccc1N1CCc2cc(N(C)C)ccc2C1=O. Reaction SMILES: [Br:15][c:16]1[c:17]([CH2:18][O:19][C:20]([CH3:21])=[O:22])[c:23]([Br:27])[cH:24][cH:25][cH:26]1.[C:29](=[O:30])([O-:31])[O-:32].[CH3:1][N:2]([c:3]1[cH:4][c:5]2[c:10]([cH:11][cH:12]1)[C:9](=[O:13])[NH:8][CH2:7][CH2:6]2)[CH3:14].[CH3:35][S:36]([CH3:37])=[O:38].[I-:28].[K+:33].[K+:34]>>[CH3:1][N:2]([c:3]1[cH:4][c:5]2[c:10]([cH:11][cH:12]1)[C:9](=[O:13])[N:8]([c:23]1[c:17]([CH2:18][O:19][C:20]([CH3:21])=[O:22])[c:16]([Br:15])[cH:26][cH:25][cH:24]1)[CH2:7][CH2:6]2)[CH3:14]. Starting materials: CO, CCOC(=O)c1sc(N2CCC(NC(=O)c3[nH]c(C)c(Cl)c3Cl)C(OCC)C2)nc1-c1cnc(N2CCCCC2)cn1, [Na+], [OH-]. Yields the product CCOC1CN(c2nc(-c3cnc(N4CCCCC4)cn3)c(C(=O)O)s2)CCC1NC(=O)c1[nH]c(C)c(Cl)c1Cl. Reaction SMILES: [CH3:45][OH:46].[Cl:1][c:2]1[c:3]([C:9](=[O:10])[NH:11][CH:12]2[CH:13]([O:40][CH2:41][CH3:42])[CH2:14][N:15]([c:18]3[s:19][c:20]([C:35](=[O:36])[O:37][CH2:38][CH3:39])[c:21](-[c:23]4[n:24][cH:25][c:26]([N:29]5[CH2:30][CH2:31][CH2:32][CH2:33][CH2:34]5)[n:27][cH:28]4)[n:22]3)[CH2:16][CH2:17]2)[nH:4][c:5]([CH3:8])[c:6]1[Cl:7].[Na+:44].[OH-:43]>>[Cl:1][c:2]1[c:3]([C:9](=[O:10])[NH:11][CH:12]2[CH:13]([O:40][CH2:41][CH3:42])[CH2:14][N:15]([c:18]3[s:19][c:20]([C:35](=[O:36])[OH:37])[c:21](-[c:23]4[n:24][cH:25][c:26]([N:29]5[CH2:30][CH2:31][CH2:32][CH2:33][CH2:34]5)[n:27][cH:28]4)[n:22]3)[CH2:16][CH2:17]2)[nH:4][c:5]([CH3:8])[c:6]1[Cl:7]. The solvent is O (water). Product: C(C(CO[N+](=O)[O-])O[N+](=O)[O-])O[N+](=O)[O-] (Nitroglycerin). RXN SMILES: [CH2:1]([O:12][N+:13]([O-:15])=[O:14])[CH:2]([O:8][N+:9]([O-:11])=[O:10])[CH2:3][O:4][N+:5]([O-:7])=[O:6].OC1O[C@H](CO)[C@@H](O[C@@H]2O[C@H](CO)[C@H](O)[C@H](O)[C@H]2O)[C@H](O)[C@H]1O.C(OC(C)C)(=O)CCCCCCCCCCCCCCC>O>[CH2:3]([O:4][N+:5]([O-:7])=[O:6])[CH:2]([O:8][N+:9]([O-:11])=[O:10])[CH2:1][O:12][N+:13]([O-:15])=[O:14] |f:0.1|. Procedure: Nitroglycerin pads (1.6×1.6 cm) were prepared following the method of Example 2 from 11 g of 10 percent nitroglycerin-lactose, labeled with C14 -nitroglycerin, 4.0 g of 10 percent (v/v) polyethylene glycol 400 in deionized water, 27.5 g of MDX 4-4210 silicone elastomer, 5.0 g of isopropyl palmitate and 2.5 of curing agent. The pads were stored in airtight containers. The reactants are C(C(CO[N+](=O)[O-])O[N+](=O)[O-])O[N+](=O)[O-].OC1[C@H](O)[C@@H](O)[C@H](O[C@H]2[C@H](O)[C@@H](O)[C@@H](O)[C@H](O2)CO)[C@H](O1)CO (nitroglycerin lactose), silicone, C(CCCCCCCCCCCCCCC)(=O)OC(C)C (isopropyl palmitate), C14 -nitroglycerin, polyethylene glycol 400. Starting materials: ClCCC1(OCCC2=C1NC1=C(C=CC=C21)CC)CC (1-(2-Chloroethyl)-1,8-diethyl-1,3,4,9-tetrahydropyrano[3,4-b]indole), CC(C)(C#N)N=NC(C)(C)C#N (AIBN), [SnH](CCCC)(CCCC)CCCC (HSnBu3). The solvent is C1(=CC=CC=C1)C (toluene). Conditions: temperature 110 celsius, time 8 hour. Yields the product C(C)C1(OCCC2=C1NC1=C(C=CC=C21)CC)CC (1,1,8-Triethyl-1,3,4,9-tetrahydropyrano[3,4-b]indole). Yield: 62.2%. Reaction SMILES: Cl[CH2:2][CH2:3][C:4]1([CH2:19][CH3:20])[C:9]2[NH:10][C:11]3[C:16]([C:8]=2[CH2:7][CH2:6][O:5]1)=[CH:15][CH:14]=[CH:13][C:12]=3[CH2:17][CH3:18].CC(N=NC(C#N)(C)C)(C#N)C.[SnH](CCCC)(CCCC)CCCC>C1(C)C=CC=CC=1>[CH2:19]([C:4]1([CH2:3][CH3:2])[C:9]2[NH:10][C:11]3[C:16]([C:8]=2[CH2:7][CH2:6][O:5]1)=[CH:15][CH:14]=[CH:13][C:12]=3[CH2:17][CH3:18])[CH3:20]. Reported procedure: To a stirred solution of compound 4 (103 mg, 0.35 mmol), AIBN (11 mg, 0.07 mmol, 0.2 eq), and toluene (3 mL) at room temperature under argon, HSnBu3 (380 μL, 1.41 mmol, 4.0 eq) was added in a dropwise manner. The resulting mixture was stirred overnight at 110° C. and concentrated. The residue was diluted with hexane and extracted three times with acetonitrile. The acetonitrile layers were combined, concentrated, and purified by column chromatography using 3:97:EtOAc:Hexane to give an off-white s... Starting materials: OC=1C=C(C=CC1)CCCN1C(C2=CC=CC=C2C1=O)=O (2-[3-(3-hydroxyphenyl)propyl]isoindole-1,3-dione), C(CC1=CC=CC=C1)O (phenethyl alcohol). The product is C(CC1=CC=CC=C1)OC=1C=C(C=CC1)CCCN1C(C2=CC=CC=C2C1=O)=O (2-(3-(3-phenethoxyphenyl)propyl)isoindoline-1,3-dione). RXN SMILES: [OH:1][C:2]1[CH:3]=[C:4]([CH2:8][CH2:9][CH2:10][N:11]2[C:19](=[O:20])[C:18]3[C:13](=[CH:14][CH:15]=[CH:16][CH:17]=3)[C:12]2=[O:21])[CH:5]=[CH:6][CH:7]=1.[CH2:22](O)[CH2:23][C:24]1[CH:29]=[CH:28][CH:27]=[CH:26][CH:25]=1>>[CH2:22]([O:1][C:2]1[CH:3]=[C:4]([CH2:8][CH2:9][CH2:10][N:11]2[C:19](=[O:20])[C:18]3[C:13](=[CH:14][CH:15]=[CH:16][CH:17]=3)[C:12]2=[O:21])[CH:5]=[CH:6][CH:7]=1)[CH2:23][C:24]1[CH:29]=[CH:28][CH:27]=[CH:26][CH:25]=1. Procedure details: Mitsunobu reaction of phenol 58 with phenethyl alcohol gave 2-(3-(3-phenethoxyphenyl)propyl)isoindoline-1,3-dione as yellow oil. Yield (0.360 g, 30%): 1H NMR (400 MHz, CDCl3) δ 7.77-7.81 (m, 2H), 7.66-7.71 (m, 2H), 7.22-7.34 (m, 6H), 6.71-6.78 (m, 2H), 6.65 (dd, J=7.2, 2.0 Hz, 1H), 3.87 (t, J=6.8, 2H), 3.74 (t, J=7.2 Hz, 2H), 2.88 (t, J=6.4 Hz, 2H), 2.65 (t, J=7.2 Hz, 2H), 1.98-2.06 (m, 2H). Starting materials: CCO, CCOC(=O)C=Cc1ccc(NC(=S)c2cc([Si](C)(C)C)cc([Si](C)(C)C)c2)cc1, Cl, [Na+], [OH-]. Product: C[Si](C)(C)c1cc(C(=S)Nc2ccc(C=CC(=O)O)cc2)cc([Si](C)(C)C)c1. Reaction SMILES: [CH3:34][CH2:35][OH:36].[CH3:3][Si:4]([c:5]1[cH:6][c:7]([C:15](=[S:16])[NH:17][c:18]2[cH:19][cH:20][c:21]([CH:22]=[CH:23][C:24](=[O:25])[O:26][CH2:27][CH3:28])[cH:29][cH:30]2)[cH:8][c:9]([Si:11]([CH3:12])([CH3:13])[CH3:14])[cH:10]1)([CH3:31])[CH3:32].[ClH:33].[Na+:2].[OH-:1]>>[CH3:3][Si:4]([c:5]1[cH:6][c:7]([C:15](=[S:16])[NH:17][c:18]2[cH:19][cH:20][c:21]([CH:22]=[CH:23][C:24](=[O:25])[OH:26])[cH:29][cH:30]2)[cH:8][c:9]([Si:11]([CH3:12])([CH3:13])[CH3:14])[cH:10]1)([CH3:31])[CH3:32].